This data is from the Open Reaction Database (ORD), a public repository of structured organic reaction records. The task is: describe an organic reaction: reactants, conditions, products, and yield Reactants: NC1=C(C=CC=C1)C1=CC=C(C=C1)C(C(=O)OCC)O (ethyl 2'-amino-4-biphenylylglycolate), cuprous bromide, Br (hydrobromic acid), Br (hydrobromic acid), N(=O)[O-].[Na+] (sodium nitrite). The solvent is O (water). The product is BrC1=C(C=CC=C1)C1=CC=C(C=C1)C(C(=O)O)O (2'-bromo-4-biphenylylglycolic acid). Reaction SMILES: N[C:2]1[CH:7]=[CH:6][CH:5]=[CH:4][C:3]=1[C:8]1[CH:13]=[CH:12][C:11]([CH:14]([OH:20])[C:15]([O:17]CC)=[O:16])=[CH:10][CH:9]=1.[BrH:21].N([O-])=O.[Na+]>O>[Br:21][C:2]1[CH:7]=[CH:6][CH:5]=[CH:4][C:3]=1[C:8]1[CH:13]=[CH:12][C:11]([CH:14]([OH:20])[C:15]([OH:17])=[O:16])=[CH:10][CH:9]=1 |f:2.3|. Procedure details: To 11.1 g. (0.044 moles) of ethyl 2'-amino-4-biphenylylglycolate suspension in 225 ml. of 40% hydrobromic acid and cooled to 0°C is added dropwise a solution of 2.34 g. of sodium nitrite in 30 ml. of water. To this mixture is added a solution of 20 g. of cuprous bromide in 350 ml. of 40% hydrobromic acid added portion wise and stirred for 15 hours. The reaction mixture is then poured onto ice water, extracted with chloroform, dried over sodium sulfate and concentrated in vacuo. The residue is th... The reactants are FC=1C=C(N)C=CC1OC1=CC=NC2=CC(=C(C=C12)OC)OCCCN1CCOCC1 (3-fluoro-4-[[6-methoxy-7-(3-morpholinopropoxy)-4-quinolyl]oxy]aniline), CN1N=C(C=C1C)C(=O)Cl (1,5-dimethyl-1H-pyrazole-3-carbonyl chloride). Yields the product FC=1C=C(C=CC1OC1=CC=NC2=CC(=C(C=C12)OC)OCCCN1CCOCC1)NC(=O)C1=NN(C(=C1)C)C (N-[3-fluoro-4-[[6-methoxy-7-(3-morpholinopropoxy)-4-quinolyl]oxy]phenyl]-1,5-dimethyl-pyrazole-3-carboxamide). As a reaction SMILES: [F:1][C:2]1[CH:3]=[C:4]([CH:6]=[CH:7][C:8]=1[O:9][C:10]1[C:19]2[C:14](=[CH:15][C:16]([O:22][CH2:23][CH2:24][CH2:25][N:26]3[CH2:31][CH2:30][O:29][CH2:28][CH2:27]3)=[C:17]([O:20][CH3:21])[CH:18]=2)[N:13]=[CH:12][CH:11]=1)[NH2:5].[CH3:32][N:33]1[C:37]([CH3:38])=[CH:36][C:35]([C:39](Cl)=[O:40])=[N:34]1>>[F:1][C:2]1[CH:3]=[C:4]([NH:5][C:39]([C:35]2[CH:36]=[C:37]([CH3:38])[N:33]([CH3:32])[N:34]=2)=[O:40])[CH:6]=[CH:7][C:8]=1[O:9][C:10]1[C:19]2[C:14](=[CH:15][C:16]([O:22][CH2:23][CH2:24][CH2:25][N:26]3[CH2:31][CH2:30][O:29][CH2:28][CH2:27]3)=[C:17]([O:20][CH3:21])[CH:18]=2)[N:13]=[CH:12][CH:11]=1. Procedure details: Q5 was prepared from 3-fluoro-4-[[6-methoxy-7-(3-morpholinopropoxy)-4-quinolyl]oxy]aniline and 1,5-dimethyl-1H-pyrazole-3-carbonyl chloride following the general procedure reported in Preparative Example 1 Step 3. MS (ES) C29H32FN5O5 requires: 549. Found: 550 (M+H)+. Starting materials: CC(Cl)c1cccnc1, FC1(F)CCN(C2CCNCC2)C1. The reagents and catalysts are O=C([O-])[O-].[Cs+].[Cs+] (cesium carbonate), [I-].[K+] (potassium iodide). Run in CN(C)C=O (DMF), CN(C)C=O (dmf), CN(C)C=O (DMF). Conditions: temperature 70 celsius, time 16 hour. The product is CC(c1cccnc1)N1CCC(N2CCC(F)(F)C2)CC1. Reactants: CCOP(=O)(C#N)OCC, CC(C)Cn1c(=O)n(C)c(=O)c2c(-c3cc(C(=O)O)cn3C)n(Cc3ccnc4ccc(Cl)cc34)nc21, Cl, CON. The product is CONC(=O)c1cc(-c2c3c(=O)n(C)c(=O)n(CC(C)C)c3nn2Cc2ccnc3ccc(Cl)cc23)n(C)c1. As a reaction SMILES: [C:42]([P:43](=[O:44])([O:45][CH2:46][CH3:47])[O:48][CH2:49][CH3:50])#[N:51].[Cl:1][c:2]1[cH:3][c:4]2[c:5]([CH2:12][n:13]3[n:14][c:15]4[n:16]([CH2:34][CH:35]([CH3:36])[CH3:37])[c:17](=[O:33])[n:18]([CH3:32])[c:19](=[O:31])[c:20]4[c:21]3-[c:22]3[cH:23][c:24]([C:28](=[O:29])[OH:30])[cH:25][n:26]3[CH3:27])[cH:6][cH:7][n:8][c:9]2[cH:10][cH:11]1.[ClH:38].[O:39]([CH3:40])[NH2:41]>>[Cl:1][c:2]1[cH:3][c:4]2[c:5]([CH2:12][n:13]3[n:14][c:15]4[n:16]([CH2:34][CH:35]([CH3:36])[CH3:37])[c:17](=[O:33])[n:18]([CH3:32])[c:19](=[O:31])[c:20]4[c:21]3-[c:22]3[cH:23][c:24]([C:28](=[O:30])[NH:41][O:39][CH3:40])[cH:25][n:26]3[CH3:27])[cH:6][cH:7][n:8][c:9]2[cH:10][cH:11]1. The reactants are Amide, CN1N=CC=C1CN ((1-methyl-1H-pyrazol-5-yl)methylamine), ester, COC(=O)C=1C(=CC=C(C1)C=1SC=C(N1)C1=CC(=C(C=C1)Cl)Cl)C1=CC=C(C=C1)C(=O)O (4-[4-(3,4-dichloro-phenyl)-thiazol-2-yl]-biphenyl-2,4′-dicarboxylic acid 2-methyl ester), COC(=O)C=1C(=CC=C(C1)C=1SC=C(N1)C1=CC(=C(C=C1)Cl)Cl)C1=CC=C(C=C1)C(=O)O (4-[4-(3,4-dichloro-phenyl)-thiazol-2-yl]-biphenyl-2,4′-dicarboxylic acid 2-methyl ester). Yields the product ClC=1C=C(C=CC1Cl)C=1N=C(SC1)C=1C=C(C(=CC1)C1=CC=C(C=C1)C(NCC=1N(N=CC1)C)=O)C(=O)O (4-[4-(3,4-dichloro-phenyl)-thiazol-2-yl]-4′-[(2-methyl-2H-pyrazol-3-ylmethyl)-carbamoyl]-biphenyl-2-carboxylic acid). Isolated yield 84.5%. RXN SMILES: C[O:2][C:3]([C:5]1[C:6]([C:24]2[CH:29]=[CH:28][C:27]([C:30](O)=[O:31])=[CH:26][CH:25]=2)=[CH:7][CH:8]=[C:9]([C:11]2[S:12][CH:13]=[C:14]([C:16]3[CH:21]=[CH:20][C:19]([Cl:22])=[C:18]([Cl:23])[CH:17]=3)[N:15]=2)[CH:10]=1)=[O:4].[CH3:33][N:34]1[C:38]([CH2:39][NH2:40])=[CH:37][CH:36]=[N:35]1>>[Cl:23][C:18]1[CH:17]=[C:16]([C:14]2[N:15]=[C:11]([C:9]3[CH:10]=[C:5]([C:3]([OH:4])=[O:2])[C:6]([C:24]4[CH:29]=[CH:28][C:27]([C:30](=[O:31])[NH:40][CH2:39][C:38]5[N:34]([CH3:33])[N:35]=[CH:36][CH:37]=5)=[CH:26][CH:25]=4)=[CH:7][CH:8]=3)[S:12][CH:13]=2)[CH:21]=[CH:20][C:19]=1[Cl:22]. Reported procedure: Using the conditions of General Procedure E for Amide Coupling in Parallel Mode, 4-[4-(3,4-dichloro-phenyl)-thiazol-2-yl]-biphenyl-2,4′-dicarboxylic acid 2-methyl ester (which may be prepared as described for Intermediate 8; 100 mg, 0.21 mmol) was reacted with (1-methyl-1H-pyrazol-5-yl)methylamine (available from Aldrich Chemical Company, Inc.; 69 mg, 0.62 mmol). The resulting ester was hydrolyzed and the acid was purified using HPLC Purification Conditions B to give 4-[4-(3,4-dichloro-phenyl)-t... Starting materials: COS(=O)(=O)OC, Clc1ccc2nc(Cl)c3[nH]c4ccccc4c3c2c1, [H-], [Na+], C1CCOC1. Yields the product Cn1c2ccccc2c2c3cc(Cl)ccc3nc(Cl)c21. RXN SMILES: [CH3:22][O:23][S:24]([O:25][CH3:26])(=[O:27])=[O:28].[Cl:1][c:2]1[cH:3][c:4]2[c:5]3[c:6]([c:7]([Cl:12])[n:8][c:9]2[cH:10][cH:11]1)[nH:13][c:14]1[cH:15][cH:16][cH:17][cH:18][c:19]31.[H-:20].[Na+:21].[O:29]1[CH2:30][CH2:31][CH2:32][CH2:33]1>>[Cl:1][c:2]1[cH:3][c:4]2[c:5]3[c:6]([c:7]([Cl:12])[n:8][c:9]2[cH:10][cH:11]1)[n:13]([CH3:22])[c:14]1[cH:15][cH:16][cH:17][cH:18][c:19]31. Reactants: C(C)NC=1C(=NC2=CC=CC=C2C1[N+](=O)[O-])N1CCOCC1 (3-ethylamino-2-morpholino-4-nitroquinoline), 10g. The reagents and catalysts are [Pd] (palladium-on-carbon). The solvent is CO (methanol), O1CCCC1 (tetrahydrofuran). Product: NC1=C(C(=NC2=CC=CC=C12)N1CCOCC1)NCC (4-amino-3-ethylamino-2-morpholinoquinoline). As a reaction SMILES: [CH2:1]([NH:3][C:4]1[C:5]([N:17]2[CH2:22][CH2:21][O:20][CH2:19][CH2:18]2)=[N:6][C:7]2[C:12]([C:13]=1[N+:14]([O-])=O)=[CH:11][CH:10]=[CH:9][CH:8]=2)[CH3:2]>CO.O1CCCC1.[Pd]>[NH2:14][C:13]1[C:12]2[C:7](=[CH:8][CH:9]=[CH:10][CH:11]=2)[N:6]=[C:5]([N:17]2[CH2:22][CH2:21][O:20][CH2:19][CH2:18]2)[C:4]=1[NH:3][CH2:1][CH3:2]. Procedure details: The 3-ethylamino-2-morpholino-4-nitroquinoline (0.7 g, 0.0023 mol) was dissolved in a mixed solvent of methanol and tetrahydrofuran (15 ml) and subjected to catalytic reduction in the presence of 10g palladium-on-carbon (0.3 g), thereby obtaining 4-amino-3-ethylamino-2-morpholinoquinoline in an amount of 0.5 g (yield, 79%). The reactants are Cc1cc(OCC(=O)OC(C)(C)C)ccc1[N+](=O)[O-], CCO. Product: Cc1cc(OCC(=O)OC(C)(C)C)ccc1N. Reaction SMILES: [C:1]([CH3:2])([CH3:3])([CH3:4])[O:5][C:6]([CH2:7][O:8][c:9]1[cH:10][c:11]([CH3:18])[c:12]([N+:15]([O-:16])=[O:17])[cH:13][cH:14]1)=[O:19].[CH3:20][CH2:21][OH:22]>>[C:1]([CH3:2])([CH3:3])([CH3:4])[O:5][C:6]([CH2:7][O:8][c:9]1[cH:10][c:11]([CH3:18])[c:12]([NH2:15])[cH:13][cH:14]1)=[O:19].